From a dataset of the Open Reaction Database (ORD), a public repository of structured organic reaction records. describe an organic reaction: reactants, conditions, products, and yield The reactants are [OH-].[NH4+] (ammonium hydroxide), methanesulfonate salt, C1(=CC=CC=C1)C1=NCC=2C(C3=C1C=CC=C3)=NNN2 (6-phenyl-2H,4H-[1,2,3]triazolo[4,5-d][2]benzazepine), [N+](=O)([O-])[O-].[K+] (potassium nitrate). Run in S(O)(O)(=O)=O (sulfuric acid). Conditions: temperature 0 celsius, time 3.5 hour. Yields the product [N+](=O)([O-])C=1C=C(C=CC1)C1=NCC=2C(C3=C1C=CC=C3)=NNN2 (6-(3-Nitrophenyl)-2H,4H-[1,2,3]triazolo[4,5-d][2]benzazepine). Reaction SMILES: [C:1]1([C:7]2[C:13]3[CH:14]=[CH:15][CH:16]=[CH:17][C:12]=3[C:11]3=[N:18][NH:19][N:20]=[C:10]3[CH2:9][N:8]=2)[CH:6]=[CH:5][CH:4]=[CH:3][CH:2]=1.[N+:21]([O-])([O-:23])=[O:22].[K+].[OH-].[NH4+]>S(=O)(=O)(O)O>[N+:21]([C:5]1[CH:6]=[C:1]([C:7]2[C:13]3[CH:14]=[CH:15][CH:16]=[CH:17][C:12]=3[C:11]3=[N:18][NH:19][N:20]=[C:10]3[CH2:9][N:8]=2)[CH:2]=[CH:3][CH:4]=1)([O-:23])=[O:22] |f:1.2,3.4|. Procedure details: A mixture of 1.6 g (4.5 mmole) of the methanesulfonate salt of 6-phenyl-2H,4H-[1,2,3]triazolo[4,5-d][2]benzazepine, 8.6 g of potassium nitrate, and 20 ml of sulfuric acid was stirred at 0° C. for 3.5 hr. The mixture was poured over ice, basified with ammonium hydroxide and extracted with methylene chloride. The methylene chloride solution was dried with anhydrous sodium sulfate and concentrated at reduced pressure. The residue was triturated with ether to give tan crystals (mp 223°-225° C.). Rec... Starting materials: CCN(C(C)C)C(C)C, FC(F)c1nc2ccccc2n1-c1nc(Cl)nc(N2CCOCC2)n1, CN(C)C=O, CC(C)(C)OC(=O)N1CCC(NCCCO)CC1. Product: CC(C)(C)OC(=O)N1CCC(N(CCCO)c2nc(N3CCOCC3)nc(-n3c(C(F)F)nc4ccccc43)n2)CC1. RXN SMILES: [CH:49]([N:50]([CH2:51][CH3:52])[CH:53]([CH3:54])[CH3:55])([CH3:56])[CH3:57].[Cl:1][c:2]1[n:3][c:4](-[n:14]2[c:15]([CH:23]([F:24])[F:25])[n:16][c:17]3[c:18]2[cH:19][cH:20][cH:21][cH:22]3)[n:5][c:6]([N:8]2[CH2:9][CH2:10][O:11][CH2:12][CH2:13]2)[n:7]1.[O:44]=[CH:45][N:46]([CH3:47])[CH3:48].[OH:26][CH2:27][CH2:28][CH2:29][NH:30][CH:31]1[CH2:32][CH2:33][N:34]([C:37](=[O:38])[O:39][C:40]([CH3:41])([CH3:42])[CH3:43])[CH2:35][CH2:36]1>>[c:2]1([N:30]([CH2:29][CH2:28][CH2:27][OH:26])[CH:31]2[CH2:32][CH2:33][N:34]([C:37](=[O:38])[O:39][C:40]([CH3:41])([CH3:42])[CH3:43])[CH2:35][CH2:36]2)[n:3][c:4](-[n:14]2[c:15]([CH:23]([F:24])[F:25])[n:16][c:17]3[c:18]2[cH:19][cH:20][cH:21][cH:22]3)[n:5][c:6]([N:8]2[CH2:9][CH2:10][O:11][CH2:12][CH2:13]2)[n:7]1. Starting materials: [N+](=O)([O-])C=1C=NN(C1)C1(CC1)CO ((1-(4-nitro-1H-pyrazol-1-yl)cyclopropyl)methanol), palladium-activated carbon ethylene diamine. Run in C(C)O (ethanol). Run at time 5 hour. Yields the product NC=1C=NN(C1)C1(CC1)CO ((1-(4-amino-1H-pyrazol-1-yl)cyclopropyl)methanol). The yield is 99.6%. RXN SMILES: [N+:1]([C:4]1[CH:5]=[N:6][N:7]([C:9]2([CH2:12][OH:13])[CH2:11][CH2:10]2)[CH:8]=1)([O-])=O>C(O)C>[NH2:1][C:4]1[CH:5]=[N:6][N:7]([C:9]2([CH2:12][OH:13])[CH2:10][CH2:11]2)[CH:8]=1. Procedure: To a solution of (1-(4-nitro-1H-pyrazol-1-yl)cyclopropyl)methanol (300 mg) obtained in Step B of Example 128 in ethanol (20 mL) was added palladium-activated carbon ethylene diamine complex (Pd: 8.5-11.5%) (100 mg), and the mixture was stirred at room temperature for 5 hr under hydrogen atmosphere (at normal pressures). The palladium-activated carbon ethylene diamine complex was removed by filtration through Celite, and the solvent was evaporated under reduced pressure to give the title compound... Starting materials: OC=1C=C(C(=O)OC)C=C(C1)[N+](=O)[O-] (methyl 3-hydroxy-5-nitrobenzoate), FC1=C(CBr)C=CC=C1 (orthofluorobenzyl bromide), C([O-])([O-])=O.[K+].[K+] (potassium carbonate). The solvent is CN(C)C=O (DMF). Run at time 18 hour. The product is FC1=C(COC=2C=C(C(=O)OC)C=C(C2)[N+](=O)[O-])C=CC=C1 (Methyl 3-(2-fluorobenzyloxy)-5-nitrobenzoate). The yield is 80.0%. RXN SMILES: [OH:1][C:2]1[CH:3]=[C:4]([CH:9]=[C:10]([N+:12]([O-:14])=[O:13])[CH:11]=1)[C:5]([O:7][CH3:8])=[O:6].[F:15][C:16]1[CH:23]=[CH:22][CH:21]=[CH:20][C:17]=1[CH2:18]Br.C(=O)([O-])[O-].[K+].[K+]>CN(C=O)C>[F:15][C:16]1[CH:23]=[CH:22][CH:21]=[CH:20][C:17]=1[CH2:18][O:1][C:2]1[CH:3]=[C:4]([CH:9]=[C:10]([N+:12]([O-:14])=[O:13])[CH:11]=1)[C:5]([O:7][CH3:8])=[O:6] |f:2.3.4|. Procedure details: To a clean, dry 100 mL round bottom flask is added methyl 3-hydroxy-5-nitrobenzoate (240a, 0.4 g, 2 mmole, 1 eq), orthofluorobenzyl bromide (0.57 g, 3 mmole, 1.5 eq), potassium carbonate (0.56 g, 4 mmole, 2 eq), and DMF (3 mL). The reaction mixture was stirred at room temperature for 18 h and quenched with water and ethyl acetate. The product was extracted into the organic layer, dried over magnesium sulfate, filtered and evaporated. A white solid was obtained (0.49 g, 80% yield). 1H NMR (400 MH... Reactants: BrC1=C(N=C2N1N=CC=C2N2CCOCC2)C#CC2=NC1=CC=CC=C1C=C2 (4-(3-Bromo-2-(quinolin-2-ylethynyl)imidazo[1,2-b]pyridazin-8-yl)morpholine), CC([C@@H](C(=O)OC(C)(C)C)NC(C1=CC=C(C=C1)B1OC(C(O1)(C)C)(C)C)=O)C ((S)-tert-Butyl 3-methyl-2-(4-(4,4,5,5-tetramethyl-1,3,2-dioxaborolan-2-yl)benzamido)butanoate). Yields the product CC([C@@H](C(=O)OC(C)(C)C)NC(C1=CC=C(C=C1)C1=C(N=C2N1N=CC=C2N2CCOCC2)C#CC2=NC1=CC=CC=C1C=C2)=O)C ((S)-tert-Butyl 3-methyl-2-(4-(8-morpholino-2-(quinolin-2-ylethynyl)imidazo[1,2-b]pyridazin-3-yl)benzamido)butanoate). Reaction SMILES: Br[C:2]1[N:6]2[N:7]=[CH:8][CH:9]=[C:10]([N:11]3[CH2:16][CH2:15][O:14][CH2:13][CH2:12]3)[C:5]2=[N:4][C:3]=1[C:17]#[C:18][C:19]1[CH:28]=[CH:27][C:26]2[C:21](=[CH:22][CH:23]=[CH:24][CH:25]=2)[N:20]=1.[CH3:29][CH:30]([CH3:57])[C@H:31]([NH:39][C:40](=[O:56])[C:41]1[CH:46]=[CH:45][C:44](B2OC(C)(C)C(C)(C)O2)=[CH:43][CH:42]=1)[C:32]([O:34][C:35]([CH3:38])([CH3:37])[CH3:36])=[O:33]>>[CH3:29][CH:30]([CH3:57])[C@H:31]([NH:39][C:40](=[O:56])[C:41]1[CH:42]=[CH:43][C:44]([C:2]2[N:6]3[N:7]=[CH:8][CH:9]=[C:10]([N:11]4[CH2:16][CH2:15][O:14][CH2:13][CH2:12]4)[C:5]3=[N:4][C:3]=2[C:17]#[C:18][C:19]2[CH:28]=[CH:27][C:26]3[C:21](=[CH:22][CH:23]=[CH:24][CH:25]=3)[N:20]=2)=[CH:45][CH:46]=1)[C:32]([O:34][C:35]([CH3:38])([CH3:37])[CH3:36])=[O:33]. Procedure details: Compound 18b was subjected to Suzuki coupling conditions with compound 43a as described in Example 38, Step A to obtain compound 43b as a yellow solid. Mass Spectrum (LCMS, ESI pos.): Calcd. for C32H38N6O4: 631.3 (M+H). Found: 631.0. Reactants: CNc1nc(SC)ncc1C#N, CN1CCN(c2ccc(N)cc2)CC1, CCN(C(C)C)C(C)C, C1CCOC1, O=C(OO)c1cccc(Cl)c1, Cc1ccccc1. Product: CNc1nc(Nc2ccc(N3CCN(C)CC3)cc2)ncc1C#N. RXN SMILES: [CH3:12][NH:13][c:14]1[n:15][c:16]([S:22][CH3:23])[n:17][cH:18][c:19]1[C:20]#[N:21].[CH3:24][N:25]1[CH2:26][CH2:27][N:28]([c:31]2[cH:32][cH:33][c:34]([NH2:35])[cH:36][cH:37]2)[CH2:29][CH2:30]1.[CH:38]([N:39]([CH2:40][CH3:41])[CH:42]([CH3:43])[CH3:44])([CH3:45])[CH3:46].[O:47]1[CH2:48][CH2:49][CH2:50][CH2:51]1.[OH:1][O:2][C:3]([c:4]1[cH:5][c:6]([Cl:7])[cH:8][cH:9][cH:10]1)=[O:11].[c:52]1([CH3:53])[cH:54][cH:55][cH:56][cH:57][cH:58]1>>[CH3:12][NH:13][c:14]1[n:15][c:16]([NH:35][c:34]2[cH:33][cH:32][c:31]([N:28]3[CH2:27][CH2:26][N:25]([CH3:24])[CH2:30][CH2:29]3)[cH:37][cH:36]2)[n:17][cH:18][c:19]1[C:20]#[N:21]. The reactants are CCOC(=O)CSc1cnc(N)s1, CCC1CCC(N(C(=O)Nc2ncc(SCC(=O)O)s2)C2CCCC2)CC1, CCC1CCC(NC2CCCCC2)CC1. Product: CCC1CCC(N(C(=O)Nc2ncc(SCC(=O)O)s2)C2CCCCC2)CC1. As a reaction SMILES: [CH2:43]([O:44][C:45](=[O:46])[CH2:47][S:48][c:49]1[s:50][c:51]([NH2:52])[n:53][cH:54]1)[CH3:55].[CH:1]1([N:6]([C:7]([NH:8][c:9]2[s:10][c:11]([S:14][CH2:15][C:16](=[O:17])[OH:18])[cH:12][n:13]2)=[O:19])[CH:20]2[CH2:21][CH2:22][CH:23]([CH2:26][CH3:27])[CH2:24][CH2:25]2)[CH2:2][CH2:3][CH2:4][CH2:5]1.[CH:28]1([NH:29][CH:30]2[CH2:31][CH2:32][CH:33]([CH2:34][CH3:35])[CH2:36][CH2:37]2)[CH2:38][CH2:39][CH2:40][CH2:41][CH2:42]1>>[CH:1]1([N:6]([C:7]([NH:8][c:9]2[s:10][c:11]([S:14][CH2:15][C:16](=[O:17])[OH:18])[cH:12][n:13]2)=[O:19])[CH:20]2[CH2:21][CH2:22][CH:23]([CH2:26][CH3:27])[CH2:24][CH2:25]2)[CH2:2][CH2:3][CH2:4][CH2:28][CH2:5]1. Run in C1(=CC=CC=C1)C (toluene). Conditions: temperature 60 celsius, time 15 hour. Procedure: To a solution of 5-(benzyloxy)-2-methylbenzaldehyde (250 mg) in toluene (20 mL) was added ethyl (triphenylphosphoranylidene)acetate (379 mg), and the mixture was stirred at 60° C. for 15 hr. The reaction mixture was concentrated, diethyl ether was added, and the insoluble material was filtered off. The filtrate was concentrated, and the residue was purified by silica gel column chromatography (ethyl acetate/hexane) to give the title compound (200 mg) as a yellow oil. As a reaction SMILES: [CH2:1]([O:8][C:9]1[CH:10]=[CH:11][C:12]([CH3:17])=[C:13]([CH:16]=1)[CH:14]=O)[C:2]1[CH:7]=[CH:6][CH:5]=[CH:4][CH:3]=1.C1(P(=[CH:37][C:38]([O:40][CH2:41][CH3:42])=[O:39])(C2C=CC=CC=2)C2C=CC=CC=2)C=CC=CC=1>C1(C)C=CC=CC=1>[CH2:1]([O:8][C:9]1[CH:10]=[CH:11][C:12]([CH3:17])=[C:13]([CH:14]=[CH:37][C:38]([O:40][CH2:41][CH3:42])=[O:39])[CH:16]=1)[C:2]1[CH:7]=[CH:6][CH:5]=[CH:4][CH:3]=1. Starting materials: C(C1=CC=CC=C1)OC=1C=CC(=C(C=O)C1)C (5-(benzyloxy)-2-methylbenzaldehyde), C1(=CC=CC=C1)P(C1=CC=CC=C1)(C1=CC=CC=C1)=CC(=O)OCC (ethyl (triphenylphosphoranylidene)acetate). Product: C(C1=CC=CC=C1)OC=1C=CC(=C(C1)C=CC(=O)OCC)C (ethyl 3-(5-(benzyloxy)-2-methylphenyl)acrylate). Yield: 62.0%. The reactants are ClCCCCOC=1C=CC2=C(C(OC(N2)=O)(C)C)C1 (6-(4-chlorobutoxy)-4,4-dimethyl-4H-3,1-benzoxazin-2-one), ClC=1C=C(C=CC1Cl)S (3,4-dichloro-thiophenol). Product: ClC=1C=C(C=CC1Cl)SCCCCOC=1C=CC2=C(C(OC(N2)=O)(C)C)C1 (6-[4-(3,4-Dichloro-phenylmercapto)-butoxy]-4,4-dimethyl-4H-3,1-benzoxazin-2-one). As a reaction SMILES: Cl[CH2:2][CH2:3][CH2:4][CH2:5][O:6][C:7]1[CH:8]=[CH:9][C:10]2[NH:15][C:14](=[O:16])[O:13][C:12]([CH3:18])([CH3:17])[C:11]=2[CH:19]=1.[Cl:20][C:21]1[CH:22]=[C:23]([SH:28])[CH:24]=[CH:25][C:26]=1[Cl:27]>>[Cl:20][C:21]1[CH:22]=[C:23]([S:28][CH2:2][CH2:3][CH2:4][CH2:5][O:6][C:7]2[CH:8]=[CH:9][C:10]3[NH:15][C:14](=[O:16])[O:13][C:12]([CH3:18])([CH3:17])[C:11]=3[CH:19]=2)[CH:24]=[CH:25][C:26]=1[Cl:27]. Procedure: Prepared analogously to Example 1 from 6-(4-chlorobutoxy)-4,4-dimethyl-4H-3,1-benzoxazin-2-one and 3,4-dichloro-thiophenol.